This data is from the Open Reaction Database (ORD), a public repository of structured organic reaction records. The task is: describe an organic reaction: reactants, conditions, products, and yield The reactants are ClC1=C(C=CC=C1)CNCCS (N-(2-chlorophenylmethyl)cysteamine), C(OC1=CC=CC=C1)(OC1=CC=CC=C1)=O (diphenyl carbonate). Yields the product ClC1=C(C=CC=C1)CN1C(SCC1)=O (3-(2-chlorophenylmethyl)-2-thiazolidinone). The yield is 43.9%. Reaction SMILES: [Cl:1][C:2]1[CH:7]=[CH:6][CH:5]=[CH:4][C:3]=1[CH2:8][NH:9][CH2:10][CH2:11][SH:12].[C:13](=O)(OC1C=CC=CC=1)[O:14]C1C=CC=CC=1>>[Cl:1][C:2]1[CH:7]=[CH:6][CH:5]=[CH:4][C:3]=1[CH2:8][N:9]1[CH2:10][CH2:11][S:12][C:13]1=[O:14]. Reported procedure: The procedure of Example 2 is followed 5.05 g (0.025 mol) of N-(2-chlorophenylmethyl)cysteamine are reacted with 5.35 g (0.025 mol) of diphenyl carbonate and then worked up. The product is purified by column chromatography (by using Kieselgel 60 of 230-400 mesh as sorbent and chloroform as eluent) to obtain 2.5 g (43.9%) of the title compound, nD30 =1.600.